The task is: describe an organic reaction: reactants, conditions, products, and yield. This data is from the Open Reaction Database (ORD), a public repository of structured organic reaction records. Starting materials: BrC=1C=C2C=CNC2=CC1 (5-bromoindole), C(C=C)I (allyl iodide), [OH-].[Na+] (NaOH), [OH-].[Na+] (NaOH). Solvent: CS(=O)C (DMSO), O (water). Product: C(C=C)N1C=CC2=CC(=CC=C12)Br (1-allyl-5-bromoindole). Isolated yield 60.6%. RXN SMILES: [OH-].[Na+].[Br:3][C:4]1[CH:5]=[C:6]2[C:10](=[CH:11][CH:12]=1)[NH:9][CH:8]=[CH:7]2.[CH2:13](I)[CH:14]=[CH2:15]>CS(C)=O.O>[CH2:15]([N:9]1[C:10]2[C:6](=[CH:5][C:4]([Br:3])=[CH:12][CH:11]=2)[CH:7]=[CH:8]1)[CH:14]=[CH2:13] |f:0.1|. Reported procedure: To a stirred mixture of NaOH (204 mg., 5.1 mmol., 1 eq.) in DMSO (10 mL.) was added 5-bromoindole (1.0 g., 5.1 mmol., 1 eq.). The solution was stirred for three hours upon complete dissolution of the NaOH (approximately 1 h.). To this solution was added allyl iodide (0.466 mL., 5.1 mmol., 1 eq.) via syringe. After 2 h. the mixture was diluted with water and extracted 2×with diethyl ether. The organic extracts were combined, dried over anhydrous MgSO4, filtered and concentrated in vacuo. The prod...